Dataset: the Open Reaction Database (ORD), a public repository of structured organic reaction records. Task: describe an organic reaction: reactants, conditions, products, and yield The product is Cc1cc(F)ccc1-c1nc(NC2CCOCC2)nc2c1ccc(=O)n2-c1c(F)cccc1F. Reactants: C1CCOC1, Cc1cc(F)ccc1-c1nc(S(C)(=O)=O)nc2c1ccc(=O)n2-c1c(F)cccc1F, NC1CCOCC1. Reaction SMILES: [CH2:39]1[O:40][CH2:41][CH2:42][CH2:43]1.[F:1][c:2]1[c:3](-[n:9]2[c:10](=[O:31])[cH:11][cH:12][c:13]3[c:14]2[n:15][c:16]([S:27]([CH3:28])(=[O:29])=[O:30])[n:17][c:18]3-[c:19]2[c:20]([CH3:26])[cH:21][c:22]([F:25])[cH:23][cH:24]2)[c:4]([F:8])[cH:5][cH:6][cH:7]1.[NH2:32][CH:33]1[CH2:34][CH2:35][O:36][CH2:37][CH2:38]1>>[F:1][c:2]1[c:3](-[n:9]2[c:10](=[O:31])[cH:11][cH:12][c:13]3[c:14]2[n:15][c:16]([NH:32][CH:33]2[CH2:34][CH2:35][O:36][CH2:37][CH2:38]2)[n:17][c:18]3-[c:19]2[c:20]([CH3:26])[cH:21][c:22]([F:25])[cH:23][cH:24]2)[c:4]([F:8])[cH:5][cH:6][cH:7]1. Reactants: NN1C(C2=CC=CC=C2C(=N1)C1=CC=C(C=C1)Cl)=O (2-amino-4-(4-chlorophenyl)phthalazin-1(2H)-one), C1(=CC=CC=C1)[C@H]1[C@@H](C1)C(=O)Cl (trans-2-phenyl-1-cyclopropanecarbonyl chloride). Yields the product ClC1=CC=C(C=C1)C1=NN(C(C2=CC=CC=C12)=O)NC(=O)[C@H]1[C@@H](C1)C1=CC=CC=C1 (trans-N-[4-(4-chlorophenyl)-1-oxophthalazin-2(1H)-yl]-2-phenylcyclopropanecarboxamide). RXN SMILES: [NH2:1][N:2]1[N:11]=[C:10]([C:12]2[CH:17]=[CH:16][C:15]([Cl:18])=[CH:14][CH:13]=2)[C:9]2[C:4](=[CH:5][CH:6]=[CH:7][CH:8]=2)[C:3]1=[O:19].[C:20]1([C@@H:26]2[CH2:28][C@H:27]2[C:29](Cl)=[O:30])[CH:25]=[CH:24][CH:23]=[CH:22][CH:21]=1>>[Cl:18][C:15]1[CH:16]=[CH:17][C:12]([C:10]2[C:9]3[C:4](=[CH:5][CH:6]=[CH:7][CH:8]=3)[C:3](=[O:19])[N:2]([NH:1][C:29]([C@@H:27]3[CH2:28][C@H:26]3[C:20]3[CH:25]=[CH:24][CH:23]=[CH:22][CH:21]=3)=[O:30])[N:11]=2)=[CH:13][CH:14]=1. Procedure details: The product from Example 86A and trans-2-phenyl-1-cyclopropanecarbonyl chloride were treated using a method similar to that described in Example 53 to give the title compound. 1H NMR (300 MHz, DMSO-d6) δ ppm 11.69 (s, 1H), 8.39-8.43 (m, 1H), 7.88-8.06 (m, 2H), 7.68-7.82 (m, 1H), 7.64 (s, 4H), 7.28-7.36 (m, 2H), 7.18-7.25 (m, 3H), 2.36-2.45 (m, 1H), 2.05-2.14 (m, 1H), 1.37-1.56 (m, 2H); MS (ESI+) M/Z 416 (M+H)+. Reactants: CC(O)c1nc2cc(C(F)(F)F)c(Cl)cc2n1-c1ccc(CCCl)cc1, ClCCl, O=[Mn]=O. As a reaction SMILES: [Cl:1][c:2]1[c:3]([C:23]([F:24])([F:25])[F:26])[cH:4][c:5]2[c:6]([n:7](-[c:13]3[cH:14][cH:15][c:16]([CH2:19][CH2:20][Cl:21])[cH:17][cH:18]3)[c:8]([CH:10]([CH3:11])[OH:12])[n:9]2)[cH:22]1.[Cl:27][CH2:28][Cl:29].[O:30]=[Mn:31]=[O:32]>>[Cl:1][c:2]1[c:3]([C:23]([F:24])([F:25])[F:26])[cH:4][c:5]2[c:6]([n:7](-[c:13]3[cH:14][cH:15][c:16]([CH2:19][CH2:20][Cl:21])[cH:17][cH:18]3)[c:8]([C:10]([CH3:11])=[O:12])[n:9]2)[cH:22]1. Yields the product CC(=O)c1nc2cc(C(F)(F)F)c(Cl)cc2n1-c1ccc(CCCl)cc1. Reactants: CC1=C(C=CC(=C1)C)C1=C(N(C(C2=CC=CC=C12)=O)C)C(C(=O)OC)O (methyl 2-(4-(2,4-dimethylphenyl)-2-methyl-1-oxo-1,2-dihydroisoquinolin-3-yl)-2-hydroxyacetate), Cl(=O)(=O)(=O)O (perchloric acid). Run in C(C)(=O)OC(C)(C)C (t-butyl acetate). Conditions: time 8 hour. The product is CC(C)(C)OC(C(=O)OC)C=1N(C(C2=CC=CC=C2C1C1=C(C=C(C=C1)C)C)=O)C (methyl [(1,1-dimethylethyl)oxy][4-(2,4-dimethylphenyl)-2-methyl-1-oxo-1,2-dihydro-3-isoquinolinyl]acetate). As a reaction SMILES: [CH3:1][C:2]1[CH:7]=[C:6]([CH3:8])[CH:5]=[CH:4][C:3]=1[C:9]1[C:18]2[C:13](=[CH:14][CH:15]=[CH:16][CH:17]=2)[C:12](=[O:19])[N:11]([CH3:20])[C:10]=1[CH:21]([OH:26])[C:22]([O:24][CH3:25])=[O:23].Cl(O)(=O)(=O)=O>C(OC(C)(C)C)(=O)C>[CH3:1][C:2]([O:26][CH:21]([C:10]1[N:11]([CH3:20])[C:12](=[O:19])[C:13]2[C:18]([C:9]=1[C:3]1[CH:4]=[CH:5][C:6]([CH3:8])=[CH:7][C:2]=1[CH3:1])=[CH:17][CH:16]=[CH:15][CH:14]=2)[C:22]([O:24][CH3:25])=[O:23])([CH3:7])[CH3:3]. Procedure: A mixture of methyl 2-(4-(2,4-dimethylphenyl)-2-methyl-1-oxo-1,2-dihydroisoquinolin-3-yl)-2-hydroxyacetate (858 mg, 2.442 mmol) in t-butyl acetate (20 mL) was treated with perchloric acid (0.147 mL, 2.442 mmol) and stirred at ambient temperature overnight. LCMS indicated only 45% conversion to the desired product. The mixture was made basic by adding 3N sodium hydroxide and then extracted with ethyl acetate. The extracts were washed with water, then brine, dried over sodium sulfate, filtered and... The reactants are Cl (hydrochloric acid), C1CC(=O)N(C1=O)I (NIS), C(C)(C)(C)OC(=O)N(C=1N=CC=C2C1OC(=C2)B(O)O)C(=O)OC(C)(C)C ({7-[bis(tert-butoxycarbonyl)amino]furo[2,3-c]pyridin-2-yl}boronic acid), BrC=1C2=C(C=NC1)C=NS2 (7-bromo[1,2]thiazolo[4,5-c]pyridine), C([O-])([O-])=O.[K+].[K+] (potassium carbonate). Reagents/catalysts: C=1C=CC(=CC1)[P](C=2C=CC=CC2)(C=3C=CC=CC3)[Pd]([P](C=4C=CC=CC4)(C=5C=CC=CC5)C=6C=CC=CC6)([P](C=7C=CC=CC7)(C=8C=CC=CC8)C=9C=CC=CC9)[P](C=1C=CC=CC1)(C=1C=CC=CC1)C=1C=CC=CC1 (Pd(PPh3)4). The solvent is CO (methanol), CN(C)C=O (DMF), O (water), O1CCOCC1 (1,4-dioxane). Conditions: temperature 40 celsius, time 2 hour. The product is IC1=C2C(=C(N=C1)N)OC(=C2)C=2C1=C(C=NC2)C=NS1 (4-iodo-2-([1,2]thiazolo[4,5-c]pyridin-7-yl)furo[2,3-c]pyridin-7-amine). Isolated yield 57.1%. Reaction SMILES: C(OC([N:8](C(OC(C)(C)C)=O)[C:9]1[N:10]=[CH:11][CH:12]=[C:13]2[CH:17]=[C:16](B(O)O)[O:15][C:14]=12)=O)(C)(C)C.Br[C:29]1[C:30]2[S:37][N:36]=[CH:35][C:31]=2[CH:32]=[N:33][CH:34]=1.C(=O)([O-])[O-].[K+].[K+].Cl.C1C(=O)N([I:52])C(=O)C1>CN(C=O)C.C1C=CC([P]([Pd]([P](C2C=CC=CC=2)(C2C=CC=CC=2)C2C=CC=CC=2)([P](C2C=CC=CC=2)(C2C=CC=CC=2)C2C=CC=CC=2)[P](C2C=CC=CC=2)(C2C=CC=CC=2)C2C=CC=CC=2)(C2C=CC=CC=2)C2C=CC=CC=2)=CC=1.CO.O.O1CCOCC1>[I:52][C:12]1[CH:11]=[N:10][C:9]([NH2:8])=[C:14]2[O:15][C:16]([C:29]3[C:30]4[S:37][N:36]=[CH:35][C:31]=4[CH:32]=[N:33][CH:34]=3)=[CH:17][C:13]=12 |f:2.3.4,^1:61,63,82,101|. Reported procedure: A mixture of {7-[bis(tert-butoxycarbonyl)amino]furo[2,3-c]pyridin-2-yl}boronic acid (82.6 mg, 0.219 mmol), 7-bromo[1,2]thiazolo[4,5-c]pyridine (47.0 mg, 0.218 mmol), Pd(PPh3)4 (12.6 mg, 0.0109 mmol), and potassium carbonate (90.6 mg, 0.656 mmol) in 4:1 1,4-dioxane:water (2 mL) was heated to 70° C. for 30 min. Aqueous 12 N hydrochloric acid (0.3 mL, 3 mmol) and methanol (6 mL) was added at 70° C., and the solution was stirred for 2 h. The organic solvents were removed in vacuo, and the material w... Procedure: The acyl chloride prepared in Step A was dissolved into 150 mL of tetrahydrofuran and was chilled to -78° C. under argon. To this pale brownish solution at -78° C. was added 8.0 mL lithium aluminum hydride in THF solutions (1.0 Molar). Analytical TLC after 15 minutes showed only one mobile spot at Rf =0.23 (50% EtOAc in hexanes v/v). The crude reaction mixture was diluted with 2M H2SO4 (20 ml). The aqueous layer was extracted with ethyl acetate (40 mL×2). Organic layers were combined, dried over... Conditions: temperature -78 celsius, time 15 minute. The yield is 100.0%. RXN SMILES: [F:1][C:2]1[CH:7]=[CH:6][C:5]([C:8]([C:18]2[CH:23]=[CH:22][C:21]([F:24])=[CH:20][CH:19]=2)=[C:9]([C:12]2[N:16]([CH3:17])[N:15]=[N:14][N:13]=2)[CH2:10]Cl)=[CH:4][CH:3]=1.[H-].[Al+3].[Li+].[H-].[H-].[H-].CC[O:33]C(C)=O>C1COCC1.OS(O)(=O)=O>[F:1][C:2]1[CH:7]=[CH:6][C:5]([C:8]([C:18]2[CH:23]=[CH:22][C:21]([F:24])=[CH:20][CH:19]=2)=[C:9]([C:12]2[N:16]([CH3:17])[N:15]=[N:14][N:13]=2)[CH2:10][OH:33])=[CH:4][CH:3]=1 |f:1.2.3.4.5.6|. Reactants: CCOC(=O)C (EtOAc), FC1=CC=C(C=C1)C(=C(CCl)C1=NN=NN1C)C1=CC=C(C=C1)F (3,3-Bis(4-fluorophenyl)-2-(1-methyl-1H-tetrazol-5-yl)-2-propenyl chloride), [H-].[Al+3].[Li+].[H-].[H-].[H-] (lithium aluminum hydride). The solvent is hexanes, O1CCCC1 (tetrahydrofuran), C1CCOC1 (THF), OS(=O)(=O)O (H2SO4). The product is FC1=CC=C(C=C1)C(=C(CO)C1=NN=NN1C)C1=CC=C(C=C1)F (3,3-Bis(4-fluorophenyl)-2-(1-methyl-1H-tetrazol-5-yl)-2-propenol).